This data is from the Open Reaction Database (ORD), a public repository of structured organic reaction records. The task is: describe an organic reaction: reactants, conditions, products, and yield The reactants are CCC(=O)Cl, COc1cc(F)cc(OC)c1, [Cl-], [Cl-], CC(Cl)Cl, Cl, [Zn+2]. Yields the product CCC(=O)c1c(F)cc(OC)cc1OC. Reaction SMILES: [C:16]([CH2:17][CH3:18])(=[O:19])[Cl:20].[CH3:5][O:6][c:7]1[cH:8][c:9]([F:15])[cH:10][c:11]([O:13][CH3:14])[cH:12]1.[Cl-:22].[Cl-:23].[Cl:1][CH:2]([Cl:3])[CH3:4].[ClH:21].[Zn+2:24]>>[CH3:5][O:6][c:7]1[cH:8][c:9]([F:15])[c:10]([C:16]([CH2:17][CH3:18])=[O:19])[c:11]([O:13][CH3:14])[cH:12]1. The reactants are B, COc1cc2nccc(Oc3ccc(NC(=O)COc4ccc(F)cc4)cc3)c2cc1OC, Cl, [Na+], C1CCOC1, C1CCOC1, [OH-]. The product is COc1cc2nccc(Oc3ccc(NCCOc4ccc(F)cc4)cc3)c2cc1OC. Reaction SMILES: [BH3:39].[CH3:1][O:2][c:3]1[cH:4][c:5]2[c:6]([O:15][c:16]3[cH:17][cH:18][c:19]([NH:22][C:23]([CH2:24][O:25][c:26]4[cH:27][cH:28][c:29]([F:32])[cH:30][cH:31]4)=[O:33])[cH:20][cH:21]3)[cH:7][cH:8][n:9][c:10]2[cH:11][c:12]1[O:13][CH3:14].[ClH:40].[Na+:42].[O:34]1[CH2:35][CH2:36][CH2:37][CH2:38]1.[O:43]1[CH2:44][CH2:45][CH2:46][CH2:47]1.[OH-:41]>>[CH3:1][O:2][c:3]1[cH:4][c:5]2[c:6]([O:15][c:16]3[cH:17][cH:18][c:19]([NH:22][CH2:23][CH2:24][O:25][c:26]4[cH:27][cH:28][c:29]([F:32])[cH:30][cH:31]4)[cH:20][cH:21]3)[cH:7][cH:8][n:9][c:10]2[cH:11][c:12]1[O:13][CH3:14].